Dataset: the Open Reaction Database (ORD), a public repository of structured organic reaction records. Task: describe an organic reaction: reactants, conditions, products, and yield Starting materials: ClOC(C)(C)C (t-butyl hypochlorite), CC(C)([O-])C.[K+] (potassium tert-butoxide), Cl (HCl), NCC1=C(/C(/C2=CC=C(C=C12)F)=C/C1=CC=C(C=C1)SC)C ((Z)-3-Aminomethyl-5-fluoro-2-methyl-1-(4-methylthiobenzylidene)indene). Run in CCOCC (ether), C(C)O (ethanol), CCOCC (ether). Conditions: temperature 0 celsius, time 5 minute. The product is FC=1C=C2C(=C(/C(/C2=CC1)=C/C1=CC=C(C=C1)SC)C)C=O ((Z)-5-Fluoro-3-formyl-2-methyl-1-(4-methylthiobenzylidene)indene). RXN SMILES: N[CH2:2][C:3]1[C:11]2[C:6](=[CH:7][CH:8]=[C:9]([F:12])[CH:10]=2)/[C:5](=[CH:13]\[C:14]2[CH:19]=[CH:18][C:17]([S:20][CH3:21])=[CH:16][CH:15]=2)/[C:4]=1[CH3:22].Cl[O:24]C(C)(C)C.CC(C)([O-])C.[K+].Cl>CCOCC.C(O)C>[F:12][C:9]1[CH:10]=[C:11]2[C:6](=[CH:7][CH:8]=1)/[C:5](=[CH:13]\[C:14]1[CH:15]=[CH:16][C:17]([S:20][CH3:21])=[CH:18][CH:19]=1)/[C:4]([CH3:22])=[C:3]2[CH:2]=[O:24] |f:2.3|. Procedure: To a suspension of freshly liberated amine from Step 1 (11.5 g, 37 mmol) in ether (220 mL) at 0° C. there was added a solution of t-butyl hypochlorite (4.0 g) in ether (10 mL); the mixture was stirred at 0° C. for 5 minutes as a yellow solid formed. The mixture was then allowed to warm up to room temperature and there was slowly added a solution of potassium tert-butoxide (15 g, 133 mmol) in ethanol (200 mL). The mixture was boiled on a steam bath for 10 minutes and then cooled down. There was a... Starting materials: COC=1C=C(C=CC1)N1CCNCC1 (1-(3-methoxyphenyl)piperazine), C1(=C(C=CC=C1)CN1CCN(CC1)C1=CC=CC=C1)C1=CC=CC=C1 (1-(biphenyl-2-ylmethyl)-4-phenylpiperazine), C1(=CC(=CC=C1)C=O)C1=CC=CC=C1 (biphenyl-3-carbaldehyde), [BH-](OC(=O)C)(OC(=O)C)OC(=O)C.[Na+] (NaBH(OAc)3). Product: C1(=CC(=CC=C1)CN1CCN(CC1)C1=CC(=CC=C1)OC)C1=CC=CC=C1 (1-(biphenyl-3-ylmethyl)-4-(3-methoxyphenyl)piperazine). As a reaction SMILES: [CH3:1][O:2][C:3]1[CH:4]=[C:5]([N:9]2[CH2:14][CH2:13][NH:12][CH2:11][CH2:10]2)[CH:6]=[CH:7][CH:8]=1.[C:15]1([C:23]2[CH:28]=[CH:27][CH:26]=[CH:25][CH:24]=2)[CH:20]=[CH:19][CH:18]=[C:17]([CH:21]=O)[CH:16]=1.[BH-](OC(C)=O)(OC(C)=O)OC(C)=O.[Na+].C1(C2C=CC=CC=2)C=CC=CC=1CN1CCN(C2C=CC=CC=2)CC1>>[C:15]1([C:23]2[CH:24]=[CH:25][CH:26]=[CH:27][CH:28]=2)[CH:20]=[CH:19][CH:18]=[C:17]([CH2:21][N:12]2[CH2:13][CH2:14][N:9]([C:5]3[CH:6]=[CH:7][CH:8]=[C:3]([O:2][CH3:1])[CH:4]=3)[CH2:10][CH2:11]2)[CH:16]=1 |f:2.3|. Procedure: 126.1 mg of the target compound (0.35 mmol, 42.9%) was obtained using 1-(3-methoxyphenyl)piperazine (315 mg, 1.64 mmol), biphenyl-3-carbaldehyde (150 mg, 0.82 mmol) and NaBH(OAc)3 (529 mg, 2.46 mmol) according to the synthesis method of Compound 1.